Dataset: the Open Reaction Database (ORD), a public repository of structured organic reaction records. Task: describe an organic reaction: reactants, conditions, products, and yield Procedure: A solution of 10.5 gm (0.03 mol) of diamine 15, 4.0 gm (0.03 mol) of benzyl chloride, and 15 gm of MeOH were charged to the flask and heated to reflux. After 1.5 hours, GC showed 5-10% benzyl present along with amine. The reaction was allowed to reflux overnight (ca. 15 hr). GC showed the benzyl chloride consumed and some amine still present. Benzyl methyl ether was formed as a by-product of the reaction. Excess amine and other residue was removed by vigorous washing of the crude product in ethe... The product is COCC1=CC=CC=C1 (Benzyl methyl ether). Reactants: C(C1=CC=CC=C1)Cl (benzyl chloride), diamine, C(C1=CC=CC=C1)Cl (benzyl chloride), CO (MeOH), amine. RXN SMILES: [CH2:1](Cl)[C:2]1[CH:7]=[CH:6][CH:5]=[CH:4][CH:3]=1.[CH3:9][OH:10]>>[CH3:9][O:10][CH2:1][C:2]1[CH:7]=[CH:6][CH:5]=[CH:4][CH:3]=1. Conditions: time 1.5 hour. Starting materials: Ice, N1=CC=CC=C1 (Pyridine), N1=C(F)N=C(F)N=C1F (cyanuric fluoride), C(=O)(OCC1C2=CC=CC=C2C2=CC=CC=C12)N[C@@H](COC(C)(C)C)C(=O)O (N-FMOC-O-t-Butyl-L-serine). Solvent: ClCCl (dichloromethane). Run at time 8 hour. The product is C(=O)(OCC1C2=CC=CC=C2C2=CC=CC=C12)N[C@@H](COC(C)(C)C)C(=O)F (N-FMOC-O-t-butyl-L-serinyl fluoride). Reaction SMILES: [C:1]([NH:18][C@H:19]([C:26]([OH:28])=O)[CH2:20][O:21][C:22]([CH3:25])([CH3:24])[CH3:23])([O:3][CH2:4][CH:5]1[C:17]2[C:12](=[CH:13][CH:14]=[CH:15][CH:16]=2)[C:11]2[C:6]1=[CH:7][CH:8]=[CH:9][CH:10]=2)=[O:2].N1C=CC=CC=1.N1C(F)=NC(F)=NC=1[F:37]>ClCCl>[C:1]([NH:18][C@H:19]([C:26]([F:37])=[O:28])[CH2:20][O:21][C:22]([CH3:25])([CH3:24])[CH3:23])([O:3][CH2:4][CH:5]1[C:17]2[C:12](=[CH:13][CH:14]=[CH:15][CH:16]=2)[C:11]2[C:6]1=[CH:7][CH:8]=[CH:9][CH:10]=2)=[O:2]. Reported procedure: N-FMOC-O-t-Butyl-L-serine (10 g, 26.07 mmol) (Bachem) was dissolved in dichloromethane (135 mL). Pyridine (2.11 mL, 26.07 mmol) (Aldrich) and cyanuric fluoride (3.52 g, 26.07 mmol) (Aldrich) were successively added at room temperature and the mixture was stirred overnight. Ice cold water (100 mL) was added and the resulting slurry was filtered. The filtrate was poured into a separatory funnel and the layers were separated. The organic layer was dried over anhydrous sodium sulfate, filtered and c... The reactants are F[B-](F)(F)F, CCOC(=O)C(C#N)=NOC(N(C)C)=[N+](C)C, COc1cc(C(F)(F)F)ccc1C(=O)O, CN(C)C=O, CCN(C(C)C)C(C)C, Cl, CC(C)c1nnc(NS(=O)(=O)c2ccc(CCN)cc2)s1. The product is COc1cc(C(F)(F)F)ccc1C(=O)NCCc1ccc(S(=O)(=O)Nc2nnc(C(C)C)s2)cc1. Reaction SMILES: [B-:47]([F:48])([F:49])([F:50])[F:51].[CH2:52]([O:53][C:54]([C:55](=[N:56][O:57][C:58]([N:59]([CH3:60])[CH3:61])=[N+:62]([CH3:63])[CH3:64])[C:65]#[N:66])=[O:67])[CH3:68].[CH3:32][O:33][c:34]1[c:35]([C:36](=[O:37])[OH:38])[cH:39][cH:40][c:41]([C:43]([F:44])([F:45])[F:46])[cH:42]1.[CH3:69][N:70]([CH3:71])[CH:72]=[O:73].[CH:23]([N:24]([CH2:25][CH3:26])[CH:27]([CH3:28])[CH3:29])([CH3:30])[CH3:31].[ClH:1].[NH2:2][CH2:3][CH2:4][c:5]1[cH:6][cH:7][c:8]([S:11](=[O:12])(=[O:13])[NH:14][c:15]2[s:16][c:17]([CH:20]([CH3:21])[CH3:22])[n:18][n:19]2)[cH:9][cH:10]1>>[NH:2]([CH2:3][CH2:4][c:5]1[cH:6][cH:7][c:8]([S:11](=[O:12])(=[O:13])[NH:14][c:15]2[s:16][c:17]([CH:20]([CH3:21])[CH3:22])[n:18][n:19]2)[cH:9][cH:10]1)[C:36]([c:35]1[c:34]([O:33][CH3:32])[cH:42][c:41]([C:43]([F:44])([F:45])[F:46])[cH:40][cH:39]1)=[O:37]. Reactants: C1COCCN1, Cc1ccc(COS(C)(=O)=O)cn1, C1CCOC1. The product is Cc1ccc(CN2CCOCC2)cn1. As a reaction SMILES: [CH2:1]1[CH2:2][O:3][CH2:4][CH2:5][NH:6]1.[CH3:7][c:8]1[cH:9][cH:10][c:11]([CH2:14][O:15][S:16]([CH3:17])(=[O:18])=[O:19])[cH:12][n:13]1.[O:20]1[CH2:21][CH2:22][CH2:23][CH2:24]1>>[CH2:1]1[CH2:2][O:3][CH2:4][CH2:5][N:6]1[CH2:14][c:11]1[cH:10][cH:9][c:8]([CH3:7])[n:13][cH:12]1. Reactants: [Si](C)(C)(C(C)(C)C)O[C@@H]1C=2C(=C(C(=NC2CC2(C1)CCC2)C(C)C)[C@H](O)C2=CC=C(C=C2)C(C)(C)C)I ((R)—((S)-5′-(tert-butyldimethylsilyloxy)-4′-iodo-2′-isopropyl-6′,8′-dihydro-5′H-spiro[cyclobutane-1,7′-quinoline]-3′-yl)(4-tert-butylphenyl)methanol), O1CCC(=CC1)B1OC(C(O1)(C)C)(C)C (2-(3,6-dihydro-2H-pyran-4-yl)-4,4,5,5-tetramethyl-1,3,2-dioxaborolane). The product is [Si](C)(C)(C(C)(C)C)O[C@@H]1C=2C(=C(C(=NC2CC2(C1)CCC2)C(C)C)[C@H](O)C2=CC=C(C=C2)C(C)(C)C)C=2CCOCC2 ((R)—((S)-5′-(tert-butyldimethylsilyloxy)-4′-(3,6-dihydro-2H-pyran-4-yl)-2′-isopropyl-6′,8′-dihydro-5′H-spiro[cyclobutane-1,7′-quinoline]-3′-yl)(4-tert-butylphenyl)methanol). Reaction SMILES: [Si:1]([O:8][C@H:9]1[CH2:18][C:17]2([CH2:21][CH2:20][CH2:19]2)[CH2:16][C:15]2[N:14]=[C:13]([CH:22]([CH3:24])[CH3:23])[C:12]([C@@H:25]([C:27]3[CH:32]=[CH:31][C:30]([C:33]([CH3:36])([CH3:35])[CH3:34])=[CH:29][CH:28]=3)[OH:26])=[C:11](I)[C:10]1=2)([C:4]([CH3:7])([CH3:6])[CH3:5])([CH3:3])[CH3:2].[O:38]1[CH2:43][CH:42]=[C:41](B2OC(C)(C)C(C)(C)O2)[CH2:40][CH2:39]1>>[Si:1]([O:8][C@H:9]1[CH2:18][C:17]2([CH2:21][CH2:20][CH2:19]2)[CH2:16][C:15]2[N:14]=[C:13]([CH:22]([CH3:24])[CH3:23])[C:12]([C@@H:25]([C:27]3[CH:32]=[CH:31][C:30]([C:33]([CH3:36])([CH3:35])[CH3:34])=[CH:29][CH:28]=3)[OH:26])=[C:11]([C:41]3[CH2:42][CH2:43][O:38][CH2:39][CH:40]=3)[C:10]1=2)([C:4]([CH3:7])([CH3:6])[CH3:5])([CH3:3])[CH3:2]. Procedure details: Obtained by starting from (R)—((S)-5′-(tert-butyldimethylsilyloxy)-4′-iodo-2′-isopropyl-6′,8′-dihydro-5′H-spiro[cyclobutane-1,7′-quinoline]-3′-yl)(4-tert-butylphenyl)methanol and 2-(3,6-dihydro-2H-pyran-4-yl)-4,4,5,5-tetramethyl-1,3,2-dioxaborolane. Starting materials: C#CCC(C)OC, CCOC(C)=O, CC(C)NC(C)C, COc1cc2c(Nc3c(Cl)cc(I)c4c3OCO4)ncnc2cc1OCCCN1CCN(C)C(=O)C1, [Cu]I, CN(C)C=O, Cl[Pd]Cl, c1ccc(P(c2ccccc2)c2ccccc2)cc1, c1ccc(P(c2ccccc2)c2ccccc2)cc1. The product is COc1cc2c(Nc3c(Cl)cc(C#CCC(C)OC)c4c3OCO4)ncnc2cc1OCCCN1CCN(C)C(=O)C1. Reaction SMILES: [CH3:37][O:38][CH:39]([CH2:40][C:41]#[CH:42])[CH3:43].[CH3:56][CH2:57][O:58][C:59](=[O:60])[CH3:61].[CH:44]([NH:45][CH:46]([CH3:47])[CH3:48])([CH3:49])[CH3:50].[Cl:1][c:2]1[c:3]([NH:12][c:13]2[n:14][cH:15][n:16][c:17]3[cH:18][c:19]([O:25][CH2:26][CH2:27][CH2:28][N:29]4[CH2:30][C:31](=[O:36])[N:32]([CH3:35])[CH2:33][CH2:34]4)[c:20]([O:23][CH3:24])[cH:21][c:22]23)[c:4]2[c:5]([c:9]([I:11])[cH:10]1)[O:6][CH2:7][O:8]2.[Cu:103][I:104].[O:51]=[CH:52][N:53]([CH3:54])[CH3:55].[Pd:62]([Cl:63])[Cl:64].[c:65]1([P:66]([c:67]2[cH:68][cH:69][cH:70][cH:71][cH:72]2)[c:73]2[cH:74][cH:75][cH:76][cH:77][cH:78]2)[cH:79][cH:80][cH:81][cH:82][cH:83]1.[c:84]1([P:85]([c:86]2[cH:87][cH:88][cH:89][cH:90][cH:91]2)[c:92]2[cH:93][cH:94][cH:95][cH:96][cH:97]2)[cH:98][cH:99][cH:100][cH:101][cH:102]1>>[Cl:1][c:2]1[c:3]([NH:12][c:13]2[n:14][cH:15][n:16][c:17]3[cH:18][c:19]([O:25][CH2:26][CH2:27][CH2:28][N:29]4[CH2:30][C:31](=[O:36])[N:32]([CH3:35])[CH2:33][CH2:34]4)[c:20]([O:23][CH3:24])[cH:21][c:22]23)[c:4]2[c:5]([c:9]([C:42]#[C:41][CH2:40][CH:39]([O:38][CH3:37])[CH3:43])[cH:10]1)[O:6][CH2:7][O:8]2.